This data is from the Open Reaction Database (ORD), a public repository of structured organic reaction records. The task is: describe an organic reaction: reactants, conditions, products, and yield The reactants are C(=C)(C)C(C(C=C)(O)C)CC=C(CCC=C(C)C)C (4-isopropenyl-3,7,11-trimethyl-1,6,10-dodecatrien-3-ol), CN1C(CCC1)=O (N-methylpyrrolidone), O (water). Run at temperature 190 celsius. The product is CC(CCCC(C)=O)=CCC=C(CCC=C(C)C)C (6,10,14-trimethyl-6,9,13-pentadecatrien-2-one). Reaction SMILES: C([CH:4]([CH2:10][CH:11]=[C:12]([CH3:19])[CH2:13][CH2:14][CH:15]=[C:16]([CH3:18])[CH3:17])[C:5]([CH3:9])(O)[CH:6]=[CH2:7])(C)=C.CN1C[CH2:24][CH2:23][C:22]1=O.[OH2:27]>>[CH3:9][C:5](=[CH:4][CH2:10][CH:11]=[C:12]([CH3:19])[CH2:13][CH2:14][CH:15]=[C:16]([CH3:17])[CH3:18])[CH2:6][CH2:7][CH2:22][C:23](=[O:27])[CH3:24]. Yield: 73.0%. Reported procedure: In a nitrogen atmosphere, a mixture of 500 g of 4-isopropenyl-3,7,11-trimethyl-1,6,10-dodecatrien-3-ol (purity 89.61%) and 500 g of N-methylpyrrolidone was heated at 190° C. for 4 hours. The reaction mixture was cooled, poured into a container of water and the resulting aqueous solution was extracted with ether. The ethereal layer was washed with a saturated aqueous solution of sodium chloride and dried over anhydrous sodium sulphate. The ethereal extract was distilled under reduced pressure to ...